Dataset: the Open Reaction Database (ORD), a public repository of structured organic reaction records. Task: describe an organic reaction: reactants, conditions, products, and yield Starting materials: O=C1CCC(=O)N1Br, O=C(OOC(=O)c1ccccc1)c1ccccc1, Cc1cc(Cl)cc(CC(=O)O)c1, ClCCl. Yields the product O=C(O)Cc1cc(Cl)cc(CBr)c1. As a reaction SMILES: [Br:31][N:32]1[C:33](=[O:34])[CH2:35][CH2:36][C:37]1=[O:38].[C:1]([O:2][O:3][C:4](=[O:5])[c:6]1[cH:7][cH:8][cH:9][cH:10][cH:11]1)(=[O:12])[c:13]1[cH:14][cH:15][cH:16][cH:17][cH:18]1.[Cl:19][c:20]1[cH:21][c:22]([CH2:27][C:28](=[O:29])[OH:30])[cH:23][c:24]([CH3:26])[cH:25]1.[Cl:39][CH2:40][Cl:41]>>[Cl:19][c:20]1[cH:21][c:22]([CH2:27][C:28](=[O:29])[OH:30])[cH:23][c:24]([CH2:26][Br:31])[cH:25]1.